This data is from the Open Reaction Database (ORD), a public repository of structured organic reaction records. The task is: describe an organic reaction: reactants, conditions, products, and yield Reactants: ClC(Cl)Cl, O=C1Nc2ccc(Cl)cc2Cn2cc(Cl)cc21, O=P(Cl)(Cl)Cl. The product is ClC1=Nc2ccc(Cl)cc2Cn2cc(Cl)cc21. RXN SMILES: [CH:23]([Cl:24])([Cl:25])[Cl:26].[Cl:6][c:7]1[cH:8][c:9]2[n:15]([cH:16]1)[CH2:14][c:13]1[c:12]([cH:20][cH:19][c:18]([Cl:21])[cH:17]1)[NH:11][C:10]2=[O:22].[P:1]([Cl:2])([Cl:3])([Cl:4])=[O:5]>>[Cl:3][C:10]1=[N:11][c:12]2[c:13]([cH:17][c:18]([Cl:21])[cH:19][cH:20]2)[CH2:14][n:15]2[c:9]1[cH:8][c:7]([Cl:6])[cH:16]2. Starting materials: ClC1=CC(=C(C=C1)C(Cl)(Cl)Cl)F (4-chloro-2-fluoro-benzotrichloride), [OH-].[NH4+] (ammonium hydroxide), OS(=O)(=O)Cl (sulfuric chlorohydrin), S(O)(O)(=O)=O (sulfuric acid). Yields the product ClC1=CC(=C(C(=O)O)C=C1S(N)(=O)=O)F (4-chloro-2-fluoro-5-sulfamoylbenzoic acid). Reaction SMILES: [Cl:1][C:2]1[CH:7]=[CH:6][C:5]([C:8](Cl)(Cl)Cl)=[C:4]([F:12])[CH:3]=1.[OH:13][S:14](Cl)(=O)=[O:15].S(=O)(=O)(O)[OH:19].[OH-:23].[NH4+:24]>>[Cl:1][C:2]1[C:7]([S:14](=[O:15])(=[O:13])[NH2:24])=[CH:6][C:5]([C:8]([OH:19])=[O:23])=[C:4]([F:12])[CH:3]=1 |f:3.4|. Procedure details: 4-chloro-2-fluoro-benzotrichloride (III) obtained in step (A) is chlorosulfonylated by treatment with sulfuric chlorohydrin in the presence of sulfuric acid and the resulting product is ammonolyzed by treatment with ammonium hydroxide to give 4-chloro-2-fluoro-5-sulfamoyl-benzoic acid (IV); Reactants: [H-].[Na+] (Sodium hydride), BrC=1C(=NC=CC1)Cl (3-bromo-2-chloropyridine), C(CO)O (ethane-1,2-diol). Conditions: time 30 minute. Product: BrC=1C(=NC=CC1)OCCO (2-((3-Bromopyridin-2-yl)oxy)ethanol). RXN SMILES: [H-].[Na+].[Br:3][C:4]1[C:5](Cl)=[N:6][CH:7]=[CH:8][CH:9]=1.[CH2:11]([OH:14])[CH2:12][OH:13]>>[Br:3][C:4]1[C:5]([O:13][CH2:12][CH2:11][OH:14])=[N:6][CH:7]=[CH:8][CH:9]=1 |f:0.1|. Procedure: Sodium hydride (1.6 g, 42 mmol) was added to cooled (ice-water bath) ethane-1,2-diol (5 mL) and the resulting mixture stirred at rt for 30 min before adding 3-bromo-2-chloropyridine (2.0 g, 100 mmol). The mixture was then heated at 130° Celsius under a N2 atmosphere overnight before cooling to rt and subjecting the reaction mixture to FCC purification to afford the title compound. 1H NMR (400 MHz, CDCl3) δ 8.05 (dd, J=4.9, 1.7, 1H), 7.82 (dd, J=7.6, 1.7, 1H), 6.80 (dd, J=7.6, 4.9, 1H), 4.54-4.50... Starting materials: FC(C=1C=C(CN(C2=CC=C(C=N2)OCCCC(=O)OCC)CC2=C(C=CC(=C2)C(F)(F)F)C2=C(C=CC(=C2)C(C)C)OC)C=C(C1)C(F)(F)F)(F)F (Ethyl 4-{6-[(3,5-bis-trifluoromethyl-benzyl)-(5′-isopropyl-2′-methoxy-4-trifluoromethyl-biphenyl-2-ylmethyl)-amino]-pyridin-3-yloxy}-butyrate), Cl (hydrochloric acid), C(Cl)Cl (methylene chloride), [OH-].[Na+] (sodium hydroxide). The solvent is C(C)O (ethanol), O1CCCC1 (tetrahydrofuran). Reaction conditions: temperature 50 celsius, time 20 minute. Product: C(O)(O)=O (carbonic acid), FC(C=1C=C(CN(C2=CC=C(C=N2)OCCCC(=O)O)CC2=C(C=CC(=C2)C(F)(F)F)C2=C(C=CC(=C2)C(C)C)OC)C=C(C1)C(F)(F)F)(F)F (4-{6-[(3,5-bis-trifluoromethyl-benzyl)-(5′-isopropyl-2′-methoxy-4-trifluoromethyl-biphenyl-2-ylmethyl)-amino]-pyridin-3-yloxy}-butyric acid). As a reaction SMILES: [F:1][C:2]([F:53])([F:52])[C:3]1[CH:4]=[C:5]([CH:45]=[C:46]([C:48]([F:51])([F:50])[F:49])[CH:47]=1)[CH2:6][N:7]([CH2:23][C:24]1[CH:29]=[C:28]([C:30]([F:33])([F:32])[F:31])[CH:27]=[CH:26][C:25]=1[C:34]1[CH:39]=[C:38]([CH:40]([CH3:42])[CH3:41])[CH:37]=[CH:36][C:35]=1[O:43][CH3:44])[C:8]1[N:13]=[CH:12][C:11]([O:14][CH2:15][CH2:16][CH2:17][C:18]([O:20]CC)=[O:19])=[CH:10][CH:9]=1.[OH-:54].[Na+].Cl.C(Cl)Cl>C(O)C.O1CCCC1>[C:18](=[O:19])([OH:54])[OH:20].[F:51][C:48]([F:49])([F:50])[C:46]1[CH:45]=[C:5]([CH:4]=[C:3]([C:2]([F:53])([F:52])[F:1])[CH:47]=1)[CH2:6][N:7]([CH2:23][C:24]1[CH:29]=[C:28]([C:30]([F:32])([F:33])[F:31])[CH:27]=[CH:26][C:25]=1[C:34]1[CH:39]=[C:38]([CH:40]([CH3:41])[CH3:42])[CH:37]=[CH:36][C:35]=1[O:43][CH3:44])[C:8]1[N:13]=[CH:12][C:11]([O:14][CH2:15][CH2:16][CH2:17][C:18]([OH:20])=[O:19])=[CH:10][CH:9]=1 |f:1.2|. Reported procedure: Ethyl 4-{6-[(3,5-bis-trifluoromethyl-benzyl)-(5′-isopropyl-2′-methoxy-4-trifluoromethyl-biphenyl-2-ylmethyl)-amino]-pyridin-3-yloxy}-butyrate (150 mg) is dissolved in a mixed solvent of ethanol (1 ml) and tetrahydrofuran (2 ml) and thereto is added a 2N-aqueous sodium hydroxide solution (0.3 ml) and the mixture is stirred at 50° C. for 3 hours and 20 minutes. The reaction solution is cooled to room temperature and neutralized with a 2N-hydrochloric acid (0.3 ml), and thereto are added methylene ... Starting materials: CN1CCN(CC1)C1=CC=C(C=C1)N (4-(4-methyl-piperazin-1-yl)-phenylamine), BrC=1C=C(C=CC1)N (3-bromo-phenylamine). Product: CN1CCN(CC1)C=1C=C(C=CC1)N (3-(4-Methyl-piperazin-1-yl)-phenylamine). RXN SMILES: [CH3:1][N:2]1[CH2:7][CH2:6][N:5]([C:8]2[CH:13]=[CH:12][C:11](N)=[CH:10][CH:9]=2)[CH2:4][CH2:3]1.BrC1C=C([NH2:22])C=CC=1>>[CH3:1][N:2]1[CH2:7][CH2:6][N:5]([C:8]2[CH:13]=[C:12]([NH2:22])[CH:11]=[CH:10][CH:9]=2)[CH2:4][CH2:3]1. Procedure details: 3-(4-Methyl-piperazin-1-yl)-phenylamine is prepared as described for 4-(4-methyl-piperazin-1-yl)-phenylamine (see Example 1) using 3-bromo-phenylamine. Reactants: Br/C=C/c1ccc(OC)cc1, Cl[C@H](C)c1ccc(F)cc1. Reagents/catalysts: [Na+].[I-], Cl[Ni]Cl.COCCOC, C1(C2(C3=N[C@H](c4ccccc4C5)[C@H]5O3)CC2)=N[C@H]6[C@H](Cc7ccccc76)O1. The solvent is CC(N(C)C)=O. Reaction conditions: temperature 0 celsius, time 3.25 hour. Yields the product COc1ccc(/C=C/[C@H](C)c2ccc(F)cc2)cc1. The yield is 81.0%. The reactants are C1CCOC1, Cc1cc([N+](=O)[O-])ccc1N, CC(=O)OC(C)=O, O=CO. Yields the product Cc1cc([N+](=O)[O-])ccc1NC=O. RXN SMILES: [CH2:22]1[O:23][CH2:24][CH2:25][CH2:26]1.[CH3:11][c:12]1[c:13]([NH2:14])[cH:15][cH:16][c:17]([N+:19](=[O:20])[O-:21])[cH:18]1.[CH3:1][C:2]([O:3][C:5]([CH3:4])=[O:7])=[O:6].[CH:8]([OH:9])=[O:10]>>[CH:5](=[O:7])[NH:14][c:13]1[c:12]([CH3:11])[cH:18][c:17]([N+:19](=[O:20])[O-:21])[cH:16][cH:15]1. Reactants: CN(C=C(C(=O)OCC)[N+]#[C-])C (Ethyl 3-(dimethylamino)-2-isocyanoacrylate), NC1C2CC3CC(CC1C3)C2 (2-aminoadamantane), C(CCC)O (n-butanol). Run in O (water). Run at temperature 150 celsius, time 13 hour. Product: C12C(C3CC(CC(C1)C3)C2)N2C=NC(=C2)C(=O)OCC (Ethyl 1-adamantan-2-yl-1H-imidazole-4-carboxylate). Yield: 29.4%. As a reaction SMILES: C[N:2]([CH3:12])[CH:3]=[C:4]([N+:10]#[C-:11])[C:5]([O:7][CH2:8][CH3:9])=[O:6].N[CH:14]1[CH:21]2[CH2:22][CH:17]3C[CH:19]([CH2:23][CH:15]1[CH2:16]3)[CH2:20]2.C(O)CCC>O>[CH:19]12[CH2:23][CH:15]3[CH2:14][CH:21]([CH2:22][CH:17]([CH2:16]3)[CH:12]1[N:2]1[CH:3]=[C:4]([C:5]([O:7][CH2:8][CH3:9])=[O:6])[N:10]=[CH:11]1)[CH2:20]2. Procedure: Ethyl 3-(dimethylamino)-2-isocyanoacrylate (0.50 g), 2-aminoadamantane (0.54 g), and n-butanol (2.5 mL) were added and stirred at 150° C. for 13 hours. To the reaction solution, water was added, and organic matter was extracted with ethyl acetate. The organic layer was concentrated and then purified by silica gel column chromatography (eluting solvent: methylene chloride-methylene chloride/methanol=95/5 and ethyl acetate) to obtain the title compound (0.24 g). Starting materials: N1CCNCC1 (piperazine), FC1=CC=C(C(=O)N)C=C1 (4-fluorobenzamide). Solvent: O (water). Yields the product N1(CCNCC1)C1=CC=C(C(=O)N)C=C1 (4-(piperazin-1-yl)benzamide). Yield: 90.0%. As a reaction SMILES: [NH:1]1[CH2:6][CH2:5][NH:4][CH2:3][CH2:2]1.F[C:8]1[CH:16]=[CH:15][C:11]([C:12]([NH2:14])=[O:13])=[CH:10][CH:9]=1>O>[N:1]1([C:8]2[CH:16]=[CH:15][C:11]([C:12]([NH2:14])=[O:13])=[CH:10][CH:9]=2)[CH2:6][CH2:5][NH:4][CH2:3][CH2:2]1. Procedure: A mixture of piperazine (7.56 g) and 4-fluorobenzamide (2.44 g) in water (10 mL) is heated at reflux for 27 h. The mixture is then allowed to cool slightly and the solid is collected and washed with water and dichloromethane, followed by drying to give 3.24 g of 4-(piperazin-1-yl)benzamide; mp 238-243° C., ms m/z 205; IR (mineral oil) 1609, 1255, 1665, 1389, 3149 cm-1. 1H NMR (DMSOd6) δ2.59, 2.80, 3.14, 6.90, 7.02, 7.72, 7.73.